This data is from the Open Reaction Database (ORD), a public repository of structured organic reaction records. The task is: describe an organic reaction: reactants, conditions, products, and yield The reactants are CC1([C@@H]([C@@H]1\C=C(/C(OCC(F)(F)F)=O)\F)C(=O)O)C ((1R,cis,E) 2,2-dimethyl-3-[2-fluoro-3-oxo-3-(2,2,2-trifluoroethoxy)-1-propenyl]-cyclopropane carboxylic acid), C(#N)[C@H](C1=CC(=C(C=C1)F)OC1=CC=CC=C1)O ((S)α-cyano-3-phenoxy-4-fluoro-benzyl alcohol). Product: CC1([C@@H]([C@@H]1\C=C(/C(OCC(F)(F)F)=O)\F)C(=O)O[C@@H](C1=CC(=C(C=C1)F)OC1=CC=CC=C1)C#N)C ((S)α-cyano-3-phenoxy-4-fluoro-benzyl (1R,cis,E) 2,2-dimethyl-3-[2-fluoro-3-oxo-3-(2,2,2-trifluoroethoxy)-1-propenyl]-cyclopropanecarboxylate). As a reaction SMILES: [CH3:1][C:2]1([CH3:19])[C@@H:4](/[CH:5]=[C:6](/[F:15])\[C:7](=[O:14])[O:8][CH2:9][C:10]([F:13])([F:12])[F:11])[C@H:3]1[C:16]([OH:18])=[O:17].[C:20]([C@@H:22](O)[C:23]1[CH:28]=[CH:27][C:26]([F:29])=[C:25]([O:30][C:31]2[CH:36]=[CH:35][CH:34]=[CH:33][CH:32]=2)[CH:24]=1)#[N:21]>>[CH3:1][C:2]1([CH3:19])[C@@H:4](/[CH:5]=[C:6](/[F:15])\[C:7](=[O:14])[O:8][CH2:9][C:10]([F:13])([F:11])[F:12])[C@H:3]1[C:16]([O:18][C@H:22]([C:20]#[N:21])[C:23]1[CH:28]=[CH:27][C:26]([F:29])=[C:25]([O:30][C:31]2[CH:36]=[CH:35][CH:34]=[CH:33][CH:32]=2)[CH:24]=1)=[O:17]. Procedure: Using the procedure of Step B of Example 43, (1R,cis,E) 2,2-dimethyl-3-[2-fluoro-3-oxo-3-(2,2,2-trifluoroethoxy)-1-propenyl]-cyclopropane carboxylic acid and (S)α-cyano-3-phenoxy-4-fluoro-benzyl alcohol were reacted to obtain (S)α-cyano-3-phenoxy-4-fluoro-benzyl (1R,cis,E) 2,2-dimethyl-3-[2-fluoro-3-oxo-3-(2,2,2-trifluoroethoxy)-1-propenyl]-cyclopropanecarboxylate melting at 85° C. and having a specific rotation of [α]D20 =+43°±2.5° (c=0.65% in chloroform).